From a dataset of the Open Reaction Database (ORD), a public repository of structured organic reaction records. describe an organic reaction: reactants, conditions, products, and yield As a reaction SMILES: [CH3:1][C:2](=[CH2:13])[CH2:3][O:4][C:5]1[CH:12]=[CH:11][C:8]([CH:9]=O)=[CH:7][CH:6]=1.[C:14]1([S:20]([CH2:23][C:24]#[N:25])(=[O:22])=[O:21])[CH:19]=[CH:18][CH:17]=[CH:16][CH:15]=1.N1CCCCC1>C(O)C>[C:14]1([S:20]([C:23](=[CH:9][C:8]2[CH:11]=[CH:12][C:5]([O:4][CH2:3][C:2]([CH3:1])=[CH2:13])=[CH:6][CH:7]=2)[C:24]#[N:25])(=[O:21])=[O:22])[CH:15]=[CH:16][CH:17]=[CH:18][CH:19]=1. Reported procedure: A solution of 4-(2-methylallyloxy)-benzaldehyde (7.03 g, 40 mmol) and of (phenylsulfonyl)acetonitrile (7.24 g, 40 mmol) in 70 ml absolute ethanol is heated under reflux in the presence of a catalytic quantity of piperidine (0.5 ml) for 48 hours. The reaction medium is cooled to room temperature and the precipitate formed is filtered and washed with cold ethanol. After drying in a dessicator, 10.45 g (yield 77%) of 2-benzenesulfonyl-3-[4-(2-methylallyloxy)phenyl]acrylonitrile are obtained in the ... Starting materials: CC(COC1=CC=C(C=O)C=C1)=C (4-(2-methylallyloxy)-benzaldehyde), C1(=CC=CC=C1)S(=O)(=O)CC#N ((phenylsulfonyl)acetonitrile), N1CCCCC1 (piperidine). The solvent is C(C)O (ethanol). Yield: 77.0%. The product is C1(=CC=CC=C1)S(=O)(=O)C(C#N)=CC1=CC=C(C=C1)OCC(=C)C (2-benzenesulfonyl-3-[4-(2-methylallyloxy)phenyl]acrylonitrile). The reactants are BrC1=C(C(=CC=C1)OCOC)F (1-bromo-2-fluoro-3-(methoxymethoxy)benzene), FC1=CC=C(C=C1)B(O)O ((4-fluorophenyl)boronic acid), C([O-])([O-])=O.[Na+].[Na+] (sodium carbonate), C1(CCCCC1)P(C1=C(C=CC=C1)C1=C(C=CC=C1OC)OC)C1CCCCC1 (dicyclohexyl(2′,6′-dimethoxybiphenyl-2-yl)phosphine). The reagents and catalysts are C=1C=CC(=CC1)/C=C/C(=O)/C=C/C2=CC=CC=C2.C=1C=CC(=CC1)/C=C/C(=O)/C=C/C2=CC=CC=C2.C=1C=CC(=CC1)/C=C/C(=O)/C=C/C2=CC=CC=C2.[Pd].[Pd] (tris(dibenzylideneacetone)dipalladium(0)). Solvent: C1(=CC=CC=C1)C (toluene). Yields the product FC1=C(C=CC=C1OCOC)C1=CC=C(C=C1)F (2,4′-Difluoro-3-(methoxymethoxy)biphenyl). Yield: 99.7%. As a reaction SMILES: Br[C:2]1[CH:7]=[CH:6][CH:5]=[C:4]([O:8][CH2:9][O:10][CH3:11])[C:3]=1[F:12].[F:13][C:14]1[CH:19]=[CH:18][C:17](B(O)O)=[CH:16][CH:15]=1.C(=O)([O-])[O-].[Na+].[Na+].C1(P(C2CCCCC2)C2C=CC=CC=2C2C(OC)=CC=CC=2OC)CCCCC1>C1C=CC(/C=C/C(/C=C/C2C=CC=CC=2)=O)=CC=1.C1C=CC(/C=C/C(/C=C/C2C=CC=CC=2)=O)=CC=1.C1C=CC(/C=C/C(/C=C/C2C=CC=CC=2)=O)=CC=1.[Pd].[Pd].C1(C)C=CC=CC=1>[F:12][C:3]1[C:4]([O:8][CH2:9][O:10][CH3:11])=[CH:5][CH:6]=[CH:7][C:2]=1[C:17]1[CH:18]=[CH:19][C:14]([F:13])=[CH:15][CH:16]=1 |f:2.3.4,6.7.8.9.10|. Procedure details: A mixture of 1-bromo-2-fluoro-3-(methoxymethoxy)benzene (17.9 g), (4-fluorophenyl)boronic acid (16.0 g), tris(dibenzylideneacetone)dipalladium(0) (3.49 g), a 2 M aqueous sodium carbonate solution (114 mL), dicyclohexyl(2′,6′-dimethoxybiphenyl-2-yl)phosphine (3.13 g), and toluene (180 mL) was stirred at 100 C for 2 hours in a nitrogen atmosphere. The reaction mixture was cooled to room temperature and then passed through celite. The organic layer was separated, and the solvent was distilled off u... The reactants are ClC(=O)C=1C=C2COC(=O)C2=CC1 (5-chlorocarbonylphthalide), [H][H] (Hydrogen). Reagents/catalysts: [Pd].[O-]S(=O)(=O)[O-].[Ba+2] (Pd BaSO4). The solvent is CN(C(C)=O)C (N,N-dimethylacetamide). Conditions: temperature 60 celsius. Product: C(=O)C=1C=C2COC(=O)C2=CC1 (5-FORMYLPHTHALIDE). Isolated yield 65.1%. RXN SMILES: Cl[C:2]([C:4]1[CH:5]=[C:6]2[C:11](=[CH:12][CH:13]=1)[C:9](=[O:10])[O:8][CH2:7]2)=[O:3].[H][H]>[Pd].[O-]S([O-])(=O)=O.[Ba+2].CN(C)C(=O)C>[CH:2]([C:4]1[CH:5]=[C:6]2[C:11](=[CH:12][CH:13]=1)[C:9](=[O:10])[O:8][CH2:7]2)=[O:3] |f:2.3.4|. Procedure details: In a hydrogenator, 23 l of N,N-dimethylacetamide, 1.65 Kg (8.39 moles) of 5-chlorocarbonylphthalide (prepared for example as described in J. Chem. Soc., 1931, 867–871) and 200 g of 5% Pd/BaSO4 are charged Hydrogen is then charged at 3 bar thereinto and the mixture is heated at 60±3° C. for a total of 48 hours. The mixture is cooled and, after removal of the catalyst by filtration, the filtrate is concentrated under vacuum at 75° C. up to a solid residue. The product is dispersed with 8 l of deio... Starting materials: C12C(C(C(CC1)C2)=O)=O (bicyclo[2.2.1]heptane-2,3-dione), COP(OC)(=O)CC(=O)C1=C(C=C(C=C1)Cl)C ([2-(4-Chloro-2-methyl-phenyl)-2-oxo-ethyl]-phosphonic acid dimethyl ester), O.NN (hydrazine monohydrate). Product: ClC1=CC(=C(C=C1)C=1N=NC=2[C@H]3CC[C@@H](C2C1)C3)C ((1S,8R)-5-(4-Chloro-2-methyl-phenyl)-3,4-diaza-tricyclo[6.2.1.02,7]undeca-2(7),3,5-triene). RXN SMILES: [CH:1]12[CH2:7][CH:4]([CH2:5][CH2:6]1)[C:3](=O)[C:2]2=O.COP([CH2:16][C:17]([C:19]1[CH:24]=[CH:23][C:22]([Cl:25])=[CH:21][C:20]=1[CH3:26])=O)(=O)OC.O.[NH2:28][NH2:29]>>[Cl:25][C:22]1[CH:23]=[CH:24][C:19]([C:17]2[N:28]=[N:29][C:2]3[C@@H:1]4[CH2:7][C@H:4]([C:3]=3[CH:16]=2)[CH2:5][CH2:6]4)=[C:20]([CH3:26])[CH:21]=1 |f:2.3|. Reported procedure: MS (EI): 270.2 (M+), yellow waxy solid. Prepared from bicyclo[2.2.1]heptane-2,3-dione, [2-(4-Chloro-2-methyl-phenyl)-2-oxo-ethyl]-phosphonic acid dimethyl ester, hydrazine monohydrate. Reactants: COCCO[AlH2-]OCCOC.[Na+] (Red-Al), OS(=O)(=O)[O-].[Na+] (NaHSO4), C1CCOC1 (THF), FC1=CC=C(C=C1)C1=C(CC[C@@H]1O)C(=O)OC (methyl (3S)-2-(4-fluorophenyl)-3-hydroxycyclopent-1-enecarboxylate). The solvent is C1(=CC=CC=C1)C (toluene), C1(=CC=CC=C1)C (toluene), C1(=CC=CC=C1)C (toluene). Reaction conditions: temperature -48 celsius, time 30 minute. The product is FC1=CC=C(C=C1)[C@H]1[C@@H](CC[C@@H]1O)C(=O)O ((1R,2R,3S)-2-(4-fluorophenyl)-3-hydroxycyclopentane-1-carboxylic acid). As a reaction SMILES: [F:1][C:2]1[CH:7]=[CH:6][C:5]([C:8]2[C@@H:12]([OH:13])[CH2:11][CH2:10][C:9]=2[C:14]([O:16]C)=[O:15])=[CH:4][CH:3]=1.C1COCC1.COCCO[AlH2-]OCCOC.[Na+].OS([O-])(=O)=O.[Na+]>C1(C)C=CC=CC=1>[F:1][C:2]1[CH:3]=[CH:4][C:5]([C@@H:8]2[C@@H:12]([OH:13])[CH2:11][CH2:10][C@H:9]2[C:14]([OH:16])=[O:15])=[CH:6][CH:7]=1 |f:2.3,4.5|. Procedure: To a toluene stream containing methyl (3S)-2-(4-fluorophenyl)-3-hydroxycyclopent-1-enecarboxylate in 21 L toluene was added 12 Liters of dry THF and the reaction mixture was cooled to −48° C. To the cooled solution was added drop-wise over 45 min 3.8 Liters (13.46 mol) of 70% Red-Al in toluene. The reaction mixture was allowed to warm to −25° C. over 2.5 h and was added to a solution of 21 L of 2M NaHSO4. The mixture was stirred for 30 min and the layers separated. The toluene layer was then was... Reactants: C1(=CC=CC=C1)O (Phenol), C([O-])([O-])=O.[Cs+].[Cs+] (cesium carbonate), CC(C)(C(CC(C(C)(C)C)=O)=O)C (2,2,6,6-tetramethylheptane-3,5-dione), CN1CCCC1 (N-methylpyrrolidine), BrC=1C=C(C(=NC1)NC(C1=CC(=CC=C1)S(=O)(=O)N1CCCC1)=O)OC (N-(5-bromo-3-methoxypyridin-2-yl)-3-(pyrrolidin-1-ylsulfonyl)benzamide). Reagents/catalysts: [Cu]Cl (copper(I) chloride). Run in C(C)(=O)OCC (ethyl acetate). Reaction conditions: temperature 180 celsius, time 20 minute. Product: COC=1C(=NC=C(C1)OC1=CC=CC=C1)NC(C1=CC(=CC=C1)S(=O)(=O)N1CCCC1)=O (N-(3-methoxy-5-phenoxypyridin-2-yl)-3-(pyrrolidin-1-ylsulfonyl)benzamide). Yield: 7.8%. RXN SMILES: [C:1]1([OH:7])[CH:6]=[CH:5][CH:4]=[CH:3][CH:2]=1.C(=O)([O-])[O-].[Cs+].[Cs+].CC(C)(C(=O)CC(=O)C(C)(C)C)C.CN1CCCC1.Br[C:34]1[CH:35]=[C:36]([O:57][CH3:58])[C:37]([NH:40][C:41](=[O:56])[C:42]2[CH:47]=[CH:46][CH:45]=[C:44]([S:48]([N:51]3[CH2:55][CH2:54][CH2:53][CH2:52]3)(=[O:50])=[O:49])[CH:43]=2)=[N:38][CH:39]=1>C(OCC)(=O)C.[Cu]Cl>[CH3:58][O:57][C:36]1[C:37]([NH:40][C:41](=[O:56])[C:42]2[CH:47]=[CH:46][CH:45]=[C:44]([S:48]([N:51]3[CH2:52][CH2:53][CH2:54][CH2:55]3)(=[O:50])=[O:49])[CH:43]=2)=[N:38][CH:39]=[C:34]([O:7][C:1]2[CH:6]=[CH:5][CH:4]=[CH:3][CH:2]=2)[CH:35]=1 |f:1.2.3|. Procedure details: Phenol (21.4 mg), cesium carbonate (74.0 mg), copper(I) chloride (11.2 mg) and 2,2,6,6-tetramethylheptane-3,5-dione (2.1 mg) were added to an N-methylpyrrolidine (1.0 mL) solution of the compound (50.0 mg) obtained in Example 109 (Step 1), and with irradiation with microwaves, this was stirred at 180° C. for 20 minutes. The reaction liquid was diluted with ethyl acetate, and washed with water. The organic layer was dried with sodium sulfate, then filtered, and concentrated under reduced pressure...